Dataset: the Open Reaction Database (ORD), a public repository of structured organic reaction records. Task: describe an organic reaction: reactants, conditions, products, and yield Reactants: Cc1cncc(-c2c(C#N)c(=N)oc3c2ccc2c3ccn2C)c1, CS(C)=O, Cl, [Na+], [OH-], O. Product: Cc1cncc(-c2c(C#N)c(=O)oc3c2ccc2c3ccn2C)c1. RXN SMILES: [C:1](#[N:2])[c:3]1[c:4](=[NH:24])[o:5][c:6]2[c:7]3[c:8]([cH:9][cH:10][c:11]2[c:12]1-[c:13]1[cH:14][n:15][cH:16][c:17]([CH3:19])[cH:18]1)[n:20]([CH3:23])[cH:21][cH:22]3.[CH3:28][S:29]([CH3:30])=[O:31].[ClH:27].[Na+:26].[OH-:25].[OH2:32]>>[C:1](#[N:2])[c:3]1[c:4](=[O:25])[o:5][c:6]2[c:7]3[c:8]([cH:9][cH:10][c:11]2[c:12]1-[c:13]1[cH:14][n:15][cH:16][c:17]([CH3:19])[cH:18]1)[n:20]([CH3:23])[cH:21][cH:22]3.